This data is from the Open Reaction Database (ORD), a public repository of structured organic reaction records. The task is: describe an organic reaction: reactants, conditions, products, and yield The reactants are O=C1CCC(=O)N1Br, ClC(Cl)(Cl)Cl, COc1cc(C)cc(C)c1. Product: COc1cc(C)cc(CBr)c1. Reaction SMILES: [Br:11][N:12]1[C:13](=[O:14])[CH2:15][CH2:16][C:17]1=[O:18].[C:19]([Cl:20])([Cl:21])([Cl:22])[Cl:23].[CH3:1][c:2]1[cH:3][c:4]([O:9][CH3:10])[cH:5][c:6]([CH3:8])[cH:7]1>>[CH2:1]([c:2]1[cH:3][c:4]([O:9][CH3:10])[cH:5][c:6]([CH3:8])[cH:7]1)[Br:11]. Starting materials: CC(=O)O, ClCCl, Cl, [Na+], [OH-], O, N#CC1c2ccccc2OCc2ncccc21. Yields the product O=C(O)C1c2ccccc2OCc2ncccc21. RXN SMILES: [CH3:19][C:20]([OH:21])=[O:22].[Cl:25][CH2:26][Cl:27].[ClH:18].[Na+:24].[OH-:23].[OH2:28].[n:1]1[c:2]2[c:3]([cH:4][cH:5][cH:6]1)[CH:7]([C:16]#[N:17])[c:8]1[c:9]([cH:12][cH:13][cH:14][cH:15]1)[O:10][CH2:11]2>>[n:1]1[c:2]2[c:3]([cH:4][cH:5][cH:6]1)[CH:19]([C:20]([OH:21])=[O:22])[c:12]1[c:9]([cH:8][cH:15][cH:14][cH:13]1)[O:10][CH2:11]2.